This data is from the Open Reaction Database (ORD), a public repository of structured organic reaction records. The task is: describe an organic reaction: reactants, conditions, products, and yield Starting materials: COC=1C=C2C=CNC2=CC1 (5-methoxyindole), N1[C@H](C(=O)O)CCC1 (L-proline), C([O-])([O-])=O.[K+].[K+] (potassium carbonate), IC1=CC=CC=C1 (iodobenzene). Reagents/catalysts: [Cu]I (copper(I) iodide). Solvent: CS(=O)C (DMSO). Conditions: temperature 125 celsius, time 10 hour. Product: COC=1C=C2C=CN(C2=CC1)C1=CC=CC=C1 (5-Methoxy-1-phenyl-1H-indole). Yield: 62.7%. As a reaction SMILES: [CH3:1][O:2][C:3]1[CH:4]=[C:5]2[C:9](=[CH:10][CH:11]=1)[NH:8][CH:7]=[CH:6]2.N1CCC[C@H]1C(O)=O.C(=O)([O-])[O-].[K+].[K+].I[C:27]1[CH:32]=[CH:31][CH:30]=[CH:29][CH:28]=1>CS(C)=O.[Cu]I>[CH3:1][O:2][C:3]1[CH:4]=[C:5]2[C:9](=[CH:10][CH:11]=1)[N:8]([C:27]1[CH:32]=[CH:31][CH:30]=[CH:29][CH:28]=1)[CH:7]=[CH:6]2 |f:2.3.4|. Reported procedure: To a mixture of 5-methoxyindole (1.00 g, 6.79 mmol), copper(I) iodide (129 mg, 0.68 mmol), L-proline (156 mg, 1.36 mmol) and potassium carbonate (1.88 g, 13.6 mmol) in DMSO (7.5 ml) was added iodobenzene (0.76 ml, 6.79 mmol). The reaction mixture was stirred for 10 h at 125° C. in a microwave reactor. The mixture was then quenched with water and extracted with EA. The organic layer was separated, dried over sodium sulfate, filtered and evaporated. The residue was purified by silica gel chromatog... The reactants are FC1=CC=C(C=C1)N1C(=CC=C1C1=CC=C(C=C1)S(=O)(=O)C)C (1-(4-fluorophenyl)-2-methyl-5-[4-(methylsulfonyl)phenyl)-1H-pyrrole), ice water, C(C)(=O)Cl (Acetyl chloride), [Cl-].[Al+3].[Cl-].[Cl-] (aluminum chloride). Solvent: C(Cl)Cl (methylene chloride), C(Cl)Cl (methylene chloride). Run at time 30 minute. Yields the product FC1=CC=C(C=C1)N1C(=C(C=C1C1=CC=C(C=C1)S(=O)(=O)C)C(C)=O)C (1-[1-(4-fluorophenyl)-2-methyl-5-[4-(methylsulfonyl)phenyl]-1H-pyrrol-3-yl]ethanone). The yield is 30.1%. Reaction SMILES: [C:1](Cl)(=[O:3])[CH3:2].[Cl-].[Al+3].[Cl-].[Cl-].[F:9][C:10]1[CH:15]=[CH:14][C:13]([N:16]2[C:20]([C:21]3[CH:26]=[CH:25][C:24]([S:27]([CH3:30])(=[O:29])=[O:28])=[CH:23][CH:22]=3)=[CH:19][CH:18]=[C:17]2[CH3:31])=[CH:12][CH:11]=1>C(Cl)Cl>[F:9][C:10]1[CH:11]=[CH:12][C:13]([N:16]2[C:20]([C:21]3[CH:26]=[CH:25][C:24]([S:27]([CH3:30])(=[O:29])=[O:28])=[CH:23][CH:22]=3)=[CH:19][C:18]([C:1](=[O:3])[CH3:2])=[C:17]2[CH3:31])=[CH:14][CH:15]=1 |f:1.2.3.4|. Procedure details: Acetyl chloride (120 41, 1.67 mmol) was slowly added to a stirred slurry of aluminum chloride (223 mg, 1.67 mmol) in methylene chloride (15 ml) at -5° C. After 30 minutes, a solution 1-(4-fluorophenyl)-2-methyl-5-[4-(methylsulfonyl)phenyl)-1H-pyrrole (Example 1) (500 mg, 1.52 mmol) in methylene chloride (20 ml) was added. The reaction mixture was warmed to room temperature and stirred for 18 hours. The reaction mixture was poured over ice-water and extracted with methylene chloride. The organic ... Starting materials: C(C)(=O)O (acetic acid), C(C1=CC=CC=C1)OC(CC1CCN(CC1)C(C(C(NC(C1=CC=C(C=C1)C(N)=N)=O)C1=CC=CC=C1)(C)C)=O)=O (N-4-Amidinobenzoyl-β-phenyl-α,α-dimethyl-β-alanyl-4-piperidineacetic acid benzyl ester), [H][H] (hydrogen). The reagents and catalysts are [OH-].[Pd+2].[OH-] (palladium hydroxide). Solvent: CO (methanol). Yields the product C(N)(=N)C1=CC=C(C(=O)NC(C(C(=O)N2CCC(CC2)CC(=O)O)(C)C)C2=CC=CC=C2)C=C1 (N-4-amidinobenzoyl-β-phenyl-α,α-dimethyl-β-alanyl-4-piperidineacetic acid). The yield is 89.7%. RXN SMILES: C([O:8][C:9](=[O:41])[CH2:10][CH:11]1[CH2:16][CH2:15][N:14]([C:17](=[O:40])[C:18]([CH3:39])([CH3:38])[CH:19]([C:32]2[CH:37]=[CH:36][CH:35]=[CH:34][CH:33]=2)[NH:20][C:21](=[O:31])[C:22]2[CH:27]=[CH:26][C:25]([C:28](=[NH:30])[NH2:29])=[CH:24][CH:23]=2)[CH2:13][CH2:12]1)C1C=CC=CC=1.C(O)(=O)C.[H][H]>CO.[OH-].[Pd+2].[OH-]>[C:28]([C:25]1[CH:24]=[CH:23][C:22]([C:21]([NH:20][CH:19]([C:32]2[CH:33]=[CH:34][CH:35]=[CH:36][CH:37]=2)[C:18]([CH3:39])([CH3:38])[C:17]([N:14]2[CH2:13][CH2:12][CH:11]([CH2:10][C:9]([OH:41])=[O:8])[CH2:16][CH2:15]2)=[O:40])=[O:31])=[CH:27][CH:26]=1)(=[NH:29])[NH2:30] |f:4.5.6|. Procedure details: N-4-Amidinobenzoyl-β-phenyl-α,α-dimethyl-β-alanyl-4-piperidineacetic acid benzyl ester (63 mg, 0.114 mmol) was dissolved in an 80% aqueous methanol solution (10 ml) containing 2% acetic acid. To the reulting solution was added palladium hydroxide (50 mg) and the mixture was stirred in a hydrogen atmosphere for 15 minutes. The solvents were distilled off and the res idue was dissolved in a 1N aqueous solution of acetic acid. The resulting solution was purified with a high performance liquid chrom... The reactants are ClC=1C=CC2=C(C(=NC3(CCNCC3)C(N2)=O)C2=CC=CC=C2)C1 (7-chloro-5-phenyl-spiro[1H-1,4-benzodiazepine-3,4'-piperidin]-2(3H)-one), C(C)(C)O.Cl (isopropanol HCl), [H][H] (hydrogen). Reagents/catalysts: [Pt] (platinum). The solvent is CO (methanol). The product is ClC=1C=CC2=C(C(NC3(CCNCC3)C(N2)=O)C2=CC=CC=C2)C1 (7-Chloro-4,5-dihydro-5-phenyl-spiro[1H-1,4-benzodiazepine-3,4'-piperidin]-2(3H)-one). RXN SMILES: [Cl:1][C:2]1[CH:3]=[CH:4][C:5]2[NH:16][C:15](=[O:17])[C:9]3([CH2:14][CH2:13][NH:12][CH2:11][CH2:10]3)[N:8]=[C:7]([C:18]3[CH:23]=[CH:22][CH:21]=[CH:20][CH:19]=3)[C:6]=2[CH:24]=1.C(O)(C)C.Cl.[H][H]>CO.[Pt]>[Cl:1][C:2]1[CH:3]=[CH:4][C:5]2[NH:16][C:15](=[O:17])[C:9]3([CH2:14][CH2:13][NH:12][CH2:11][CH2:10]3)[NH:8][CH:7]([C:18]3[CH:19]=[CH:20][CH:21]=[CH:22][CH:23]=3)[C:6]=2[CH:24]=1 |f:1.2|. Procedure: 4.0 g (0.012 mole) of 7-chloro-5-phenyl-spiro[1H-1,4-benzodiazepine-3,4'-piperidin]-2(3H)-one are hydrogenated in 160 ml of methanol with the addition of 10 ml of a 30% strength isopropanol/HCl solution in the presence of platinum at 25° C. in the course of 3 hours, until the calculated amount of hydrogen has been taken up. After filtration, the solvent is distilled off, the residue is rendered alkaline with aqueous concentrated ammonia solution and the base is extracted by shaking with methylen... Starting materials: NC(=O)c1nc(-c2c(F)cccc2F)oc1Br, CC#N, [Na+], [Na+], O=C([O-])[O-], OB(O)c1ccccc1. The product is NC(=O)c1nc(-c2c(F)cccc2F)oc1-c1ccccc1. As a reaction SMILES: [Br:1][c:2]1[c:3]([C:15](=[O:16])[NH2:17])[n:4][c:5](-[c:7]2[c:8]([F:14])[cH:9][cH:10][cH:11][c:12]2[F:13])[o:6]1.[CH3:33][C:34]#[N:35].[Na+:27].[Na+:28].[O-:29][C:30](=[O:31])[O-:32].[c:18]1([B:24]([OH:25])[OH:26])[cH:19][cH:20][cH:21][cH:22][cH:23]1>>[c:2]1(-[c:18]2[cH:19][cH:20][cH:21][cH:22][cH:23]2)[c:3]([C:15](=[O:16])[NH2:17])[n:4][c:5](-[c:7]2[c:8]([F:14])[cH:9][cH:10][cH:11][c:12]2[F:13])[o:6]1. Reactants: [BH4-], CC(C)(C)OC(=O)N(CCc1ccc(Cl)c(C=O)c1)CC(F)F, CO, NC1CC1, [Na+]. Yields the product CC(C)(C)OC(=O)N(CCc1ccc(Cl)c(CNC2CC2)c1)CC(F)F. Reaction SMILES: [BH4-:28].[C:1]([CH3:2])([CH3:3])([CH3:4])[O:5][C:6]([N:7]([CH2:8][CH:9]([F:10])[F:11])[CH2:12][CH2:13][c:14]1[cH:15][c:16]([CH:21]=[O:22])[c:17]([Cl:20])[cH:18][cH:19]1)=[O:23].[CH3:30][OH:31].[CH:24]1([NH2:27])[CH2:25][CH2:26]1.[Na+:29]>>[C:1]([CH3:2])([CH3:3])([CH3:4])[O:5][C:6]([N:7]([CH2:8][CH:9]([F:10])[F:11])[CH2:12][CH2:13][c:14]1[cH:15][c:16]([CH2:21][NH:27][CH:24]2[CH2:25][CH2:26]2)[c:17]([Cl:20])[cH:18][cH:19]1)=[O:23]. Reactants: ClC=1C=CC2=C(N=C(O2)NC[C@H]2N(CCC[C@H]2C)C(=O)OCC=C)C1 ((2S,3R)-allyl 2-(((5-chlorobenzo[d]oxazol-2-yl)amino)methyl)-3-methylpiperidine-1-carboxylate), NC[C@H]1N(CCC[C@H]1C)C(=O)C1=C(C=CC(=C1)C)C1=NC=CC=C1 (((2S,3R)-2-(aminomethyl)-3-methylpiperidin-1-yl)(5-methyl-2-(pyridin-2-yl)phenyl)methanone), ClC=1OC2=C(N1)C=C(C=C2)F (2-chloro-5-fluorobenzo[d]oxazole). Product: FC=1C=CC2=C(N=C(O2)NC[C@H]2N(CCC[C@H]2C)C(=O)C2=C(C=CC(=C2)C)C2=NC=CC=C2)C1 (((2S,3R)-2-(((5-Fluorobenzo[d]oxazol-2-yl)amino)methyl)-3-methylpiperidin-1-yl)(5-methyl-2-(pyridin-2-yl)phenyl)methanone). RXN SMILES: ClC1C=CC2OC(NC[C@@H]3[C@H](C)CCCN3C(OCC=C)=O)=NC=2C=1.[NH2:26][CH2:27][C@@H:28]1[C@H:33]([CH3:34])[CH2:32][CH2:31][CH2:30][N:29]1[C:35]([C:37]1[CH:42]=[C:41]([CH3:43])[CH:40]=[CH:39][C:38]=1[C:44]1[CH:49]=[CH:48][CH:47]=[CH:46][N:45]=1)=[O:36].Cl[C:51]1[O:52][C:53]2[CH:59]=[CH:58][C:57]([F:60])=[CH:56][C:54]=2[N:55]=1>>[F:60][C:57]1[CH:58]=[CH:59][C:53]2[O:52][C:51]([NH:26][CH2:27][C@@H:28]3[C@H:33]([CH3:34])[CH2:32][CH2:31][CH2:30][N:29]3[C:35]([C:37]3[CH:42]=[C:41]([CH3:43])[CH:40]=[CH:39][C:38]=3[C:44]3[CH:49]=[CH:48][CH:47]=[CH:46][N:45]=3)=[O:36])=[N:55][C:54]=2[CH:56]=1. Reported procedure: The title compound was synthesized following the same general protocol as described for (2S,3R)-allyl 2-(((5-chlorobenzo[d]oxazol-2-yl)amino)methyl)-3-methylpiperidine-1-carboxylate in Example A27, using ((2S,3R)-2-(aminomethyl)-3-methylpiperidin-1-yl)(5-methyl-2-(pyridin-2-yl)phenyl)methanone and 2-chloro-5-fluorobenzo[d]oxazole. ESI-MS (m/z): 459 [M+1]+.